From a dataset of the Open Reaction Database (ORD), a public repository of structured organic reaction records. describe an organic reaction: reactants, conditions, products, and yield The reactants are CCC(CC)(c1ccc(CCC(O)(C(F)(F)F)C(F)(F)F)c(C)c1)c1ccc(-c2cncc(CC(=O)OC)c2)c(C)c1, CO, Cl, [Na+], [OH-]. The product is CCC(CC)(c1ccc(CCC(O)(C(F)(F)F)C(F)(F)F)c(C)c1)c1ccc(-c2cncc(CC(=O)O)c2)c(C)c1. RXN SMILES: [CH3:3][O:4][C:5]([CH2:6][c:7]1[cH:8][n:9][cH:10][c:11](-[c:13]2[c:14]([CH3:43])[cH:15][c:16]([C:19]([CH2:20][CH3:21])([c:22]3[cH:23][c:24]([CH3:40])[c:25]([CH2:28][CH2:29][C:30]([C:31]([F:32])([F:33])[F:34])([C:35]([F:36])([F:37])[F:38])[OH:39])[cH:26][cH:27]3)[CH2:41][CH3:42])[cH:17][cH:18]2)[cH:12]1)=[O:44].[CH3:46][OH:47].[ClH:45].[Na+:2].[OH-:1]>>[O:4]=[C:5]([CH2:6][c:7]1[cH:8][n:9][cH:10][c:11](-[c:13]2[c:14]([CH3:43])[cH:15][c:16]([C:19]([CH2:20][CH3:21])([c:22]3[cH:23][c:24]([CH3:40])[c:25]([CH2:28][CH2:29][C:30]([C:31]([F:32])([F:33])[F:34])([C:35]([F:36])([F:37])[F:38])[OH:39])[cH:26][cH:27]3)[CH2:41][CH3:42])[cH:17][cH:18]2)[cH:12]1)[OH:44]. Starting materials: COCC(Oc1ccc(-n2c(C)nc3cc(C(F)(F)F)ccc32)cc1)C(=O)OC, CO, [Na+], [OH-]. Product: COCC(Oc1ccc(-n2c(C)nc3cc(C(F)(F)F)ccc32)cc1)C(=O)O. Reaction SMILES: [CH3:1][c:2]1[n:3][c:4]2[c:5]([n:6]1-[c:7]1[cH:8][cH:9][c:10]([O:11][CH:12]([C:13](=[O:14])[O:15][CH3:16])[CH2:17][O:18][CH3:19])[cH:20][cH:21]1)[cH:22][cH:23][c:24]([C:26]([F:27])([F:28])[F:29])[cH:25]2.[CH3:32][OH:33].[Na+:31].[OH-:30]>>[CH3:1][c:2]1[n:3][c:4]2[c:5]([n:6]1-[c:7]1[cH:8][cH:9][c:10]([O:11][CH:12]([C:13](=[O:14])[OH:15])[CH2:17][O:18][CH3:19])[cH:20][cH:21]1)[cH:22][cH:23][c:24]([C:26]([F:27])([F:28])[F:29])[cH:25]2. Starting materials: [NH4+].[Cl-] (NH4Cl), [NH4+].[OH-] (NH4OH), C(C)C1=NC=2NC(N(C(C2N1C(CCC)CCC)=O)C)=O (8-ethyl-7-(4-heptyl)-1-methyl-3,7-dihydro-1H-purine-2,6-dione), COC1=CC=C(C(=N1)C)B(O)O (6-methoxy-2-methyl-3-pyridineboronic acid), N1=CC=CC=C1 (pyridine), C(Cl)Cl (CH2Cl2), COC1=CC=C(C(=N1)C)B(O)O (6-methoxy-2-methyl-3-pyridineboronic acid). Reagents/catalysts: C(C)(=O)[O-].[Cu+2].C(C)(=O)[O-] (copper (II) acetate), C(C)(=O)[O-].[Cu+2].C(C)(=O)[O-] (copper (II) acetate). Run at time 2 day. Yields the product C(C)C1=NC=2N(C(N(C(C2N1C(CCC)CCC)=O)C)=O)C=1C(=NC=CC1OC)C (8-ethyl-7-(4-heptyl)-3-(4-methoxy-2-methylpyrid-3-yl)-1-methyl-3,7-dihydro-1H-purine-2,6-dione). Isolated yield 41.0%. As a reaction SMILES: [CH2:1]([C:3]1[N:11]([CH:12]([CH2:16][CH2:17][CH3:18])[CH2:13][CH2:14][CH3:15])[C:10]2[C:9](=[O:19])[N:8]([CH3:20])[C:7](=[O:21])[NH:6][C:5]=2[N:4]=1)[CH3:2].[CH3:22][O:23]C1N=C(C)C(B(O)O)=CC=1.[N:34]1[CH:39]=[CH:38][CH:37]=[CH:36][CH:35]=1.[NH4+].[Cl-].[NH4+].[OH-].[CH2:44](Cl)Cl>C([O-])(=O)C.[Cu+2].C([O-])(=O)C>[CH2:1]([C:3]1[N:11]([CH:12]([CH2:16][CH2:17][CH3:18])[CH2:13][CH2:14][CH3:15])[C:10]2[C:9](=[O:19])[N:8]([CH3:20])[C:7](=[O:21])[N:6]([C:36]3[C:35]([CH3:44])=[N:34][CH:39]=[CH:38][C:37]=3[O:23][CH3:22])[C:5]=2[N:4]=1)[CH3:2] |f:3.4,5.6,8.9.10|. Procedure: 8-ethyl-7-(4-heptyl)-1-methyl-3,7-dihydro-1H-purine-2,6-dione (3.30 g, 11.3 mmol), 6-methoxy-2-methyl-3-pyridineboronic acid (2.84 g, 17.0 mmol), copper (II) acetate (3.07 g, 17 mmol), and 4 A powdered molecular sieves (3.0 g) were combined in a 200 mL round bottom flask. CH2Cl2 (25 mL) and pyridine (1.81 mL, 22.6 mmol) were added and the reaction mixture was stirred at rt for 2 days. Additional 6-methoxy-2-methyl-3-pyridineboronic acid (1.50 g, 8.98 mmol) and copper (II) acetate (2.0 g, 11.0 mm... Reactants: C(C)OC(=O)C=1C=C2CC(C(NC2=CC1)C1=CC(=CC=C1)Br)(C)C (2-(3-bromo-phenyl)-3,3-dimethyl-1,2,3,4-tetrahydro-quinoline-6-carboxylic acid ethyl ester), C(C)(C)OC1=CC=C(C=C1)B(O)O (4-isopropoxy benzeneboronic acid), C([O-])([O-])=O.[Na+].[Na+] (sodium carbonate), C(C)(=O)OCC (ethyl acetate). Reagents/catalysts: C1=CC=C(C=C1)P(C2=CC=CC=C2)C3=CC=CC=C3.C1=CC=C(C=C1)P(C2=CC=CC=C2)C3=CC=CC=C3.Cl[Pd]Cl (bis(triphenylphosphine)palladium (II) chloride). Run in O1CCOCC1 (dioxane). Reaction conditions: temperature 120 celsius. The product is C(C)OC(=O)C=1C=C2CC(C(NC2=CC1)C=1C=C(C=CC1)C1=CC=C(C=C1)OC(C)C)(C)C (2-(4′-isopropoxy-biphenyl-3-yl)-3,3-dimethyl-1,2,3,4-tetrahydro-quinoline-6-carboxylic acid ethyl ester). Yield: 61.5%. Reaction SMILES: [CH2:1]([O:3][C:4]([C:6]1[CH:7]=[C:8]2[C:13](=[CH:14][CH:15]=1)[NH:12][CH:11]([C:16]1[CH:21]=[CH:20][CH:19]=[C:18](Br)[CH:17]=1)[C:10]([CH3:24])([CH3:23])[CH2:9]2)=[O:5])[CH3:2].[CH:25]([O:28][C:29]1[CH:34]=[CH:33][C:32](B(O)O)=[CH:31][CH:30]=1)([CH3:27])[CH3:26].C(=O)([O-])[O-].[Na+].[Na+].C(OCC)(=O)C>O1CCOCC1.C1C=CC(P(C2C=CC=CC=2)C2C=CC=CC=2)=CC=1.C1C=CC(P(C2C=CC=CC=2)C2C=CC=CC=2)=CC=1.Cl[Pd]Cl>[CH2:1]([O:3][C:4]([C:6]1[CH:7]=[C:8]2[C:13](=[CH:14][CH:15]=1)[NH:12][CH:11]([C:16]1[CH:17]=[C:18]([C:32]3[CH:33]=[CH:34][C:29]([O:28][CH:25]([CH3:27])[CH3:26])=[CH:30][CH:31]=3)[CH:19]=[CH:20][CH:21]=1)[C:10]([CH3:24])([CH3:23])[CH2:9]2)=[O:5])[CH3:2] |f:2.3.4,7.8.9|. Procedure: A mixture of 2-(3-bromo-phenyl)-3,3-dimethyl-1,2,3,4-tetrahydro-quinoline-6-carboxylic acid ethyl ester (0.43 g, 1.1 mmol), 4-isopropoxy benzeneboronic acid (0.40 g, 2.2 mmol), bis(triphenylphosphine)palladium (II) chloride (77 mg, 0.11 mmol) and 2 M sodium carbonate (1.6 mL, 3.2 mmol) in dioxane (10 mL) was heated for 3 hours at 120° C. After cooling to room temperature, the mixture was treated with ethyl acetate (50 mL) and washed with water (20 mL). The organic layer was dried over anhydrous ... Starting materials: 6A, O1[C@H](CCC1)CN1C(C(C=2C=C3C(=CC12)OCCO3)=O)=O (6-[(2R)-tetrahydrofuran-2-ylmethyl]-2,3-dihydro-6H-[1,4]dioxino[2,3-f]indole-7,8-dione), C1(=CC=CC=C1)C(N1C(C(C2=CC=CC=C12)=O)=O)C1=CC=CC=C1 (1-(diphenylmethyl)-1H-indole-2,3-dione), O1CCC2=C1C=C(C=C2)O (2,3-dihydrobenzofuran-6-ol), CC=1C=C(C=CC1C)O (3,4-dimethylphenol). The product is OC1(C(N(C=2C=C3C(=CC12)OCCO3)C[C@@H]3OCCC3)=O)C=3C(=CC1=C(CCO1)C3)O (8-hydroxy-8-(6-hydroxy-2,3-dihydro-1-benzofuran-5-yl)-6-[(2R)-tetrahydrofuran-2-ylmethyl]-2,3,6,8-tetrahydro-7H-[1,4]dioxino[2,3-f]indol-7-one). RXN SMILES: [O:1]1[C:5]2[CH:6]=[C:7]([OH:10])[CH:8]=[CH:9][C:4]=2[CH2:3][CH2:2]1.CC1C=C(O)C=CC=1C.[O:20]1[CH2:24][CH2:23][CH2:22][C@@H:21]1[CH2:25][N:26]1[C:34]2[CH:33]=[C:32]3[O:35][CH2:36][CH2:37][O:38][C:31]3=[CH:30][C:29]=2[C:28](=[O:39])[C:27]1=[O:40].C1(C(C2C=CC=CC=2)N2C3C(=CC=CC=3)C(=O)C2=O)C=CC=CC=1>>[OH:39][C:28]1([C:8]2[C:7]([OH:10])=[CH:6][C:5]3[O:1][CH2:2][CH2:3][C:4]=3[CH:9]=2)[C:29]2[CH:30]=[C:31]3[O:38][CH2:37][CH2:36][O:35][C:32]3=[CH:33][C:34]=2[N:26]([CH2:25][C@H:21]2[CH2:22][CH2:23][CH2:24][O:20]2)[C:27]1=[O:40]. Procedure details: Following the procedure as described in PREPARATION 6A, and making non-critical variations using 2,3-dihydrobenzofuran-6-ol to replace 3,4-dimethylphenol, and 6-[(2R)-tetrahydrofuran-2-ylmethyl]-2,3-dihydro-6H-[1,4]dioxino[2,3-f]indole-7,8-dione to replace 1-(diphenylmethyl)-1H-indole-2,3-dione, 8-hydroxy-8-(6-hydroxy-2,3-dihydro-1-benzofuran-5-yl)-6-[(2R)-tetrahydrofuran-2-ylmethyl]-2,3,6,8-tetrahydro-7H-[1,4]dioxino[2,3-f]indol-7-one was obtained: Rf 0.45 (ethyl acetate/hexanes, 1/1); MS (ES+)... The reactants are C=CCOC(=O)CCC(=O)O, CN(C)C=O, Cc1ccccc1, O=C(Cl)C(=O)Cl, ClCCl. Product: C=CCOC(=O)CCC(=O)Cl. RXN SMILES: [C:1]([CH2:2][CH2:3][C:4](=[O:5])[OH:6])(=[O:7])[O:8][CH2:9][CH:10]=[CH2:11].[CH3:12][N:13]([CH3:14])[CH:15]=[O:16].[CH3:23][c:24]1[cH:25][cH:26][cH:27][cH:28][cH:29]1.[Cl:17][C:18]([C:19]([Cl:20])=[O:21])=[O:22].[Cl:30][CH2:31][Cl:32]>>[C:1]([CH2:2][CH2:3][C:4](=[O:5])[Cl:17])(=[O:7])[O:8][CH2:9][CH:10]=[CH2:11]. Starting materials: ClC(Cl)Cl, Cc1c(-c2ccccc2)oc2c(C(=O)NCCCO)cccc2c1=O, O=S(Cl)Cl. Product: Cc1c(-c2ccccc2)oc2c(C(=O)NCCCCl)cccc2c1=O. Reaction SMILES: [CH:30]([Cl:31])([Cl:32])[Cl:33].[OH:5][CH2:6][CH2:7][CH2:8][NH:9][C:10](=[O:11])[c:12]1[cH:13][cH:14][cH:15][c:16]2[c:17](=[O:29])[c:18]([CH3:28])[c:19](-[c:22]3[cH:23][cH:24][cH:25][cH:26][cH:27]3)[o:20][c:21]12.[S:1]([Cl:2])([Cl:3])=[O:4]>>[Cl:3][CH2:6][CH2:7][CH2:8][NH:9][C:10](=[O:11])[c:12]1[cH:13][cH:14][cH:15][c:16]2[c:17](=[O:29])[c:18]([CH3:28])[c:19](-[c:22]3[cH:23][cH:24][cH:25][cH:26][cH:27]3)[o:20][c:21]12.